The task is: describe an organic reaction: reactants, conditions, products, and yield. This data is from the Open Reaction Database (ORD), a public repository of structured organic reaction records. The reactants are ClC1=C(C(=CC=C1)Cl)N1C=2N(C3=C(C1=O)C=NC(=N3)NC3=CC=C1C4(CNCC1=C3)CC4)C=CN2 (6-(2,6-dichlorophenyl)-2-(2′,3′-dihydro-1′H-spiro[cyclopropane-1,4′-isoquinolin]-7′-ylamino)imidazo[1,2-a]pyrimido[5,4-e]pyrimidin-5(6H)-one), C(C)(C)N(CC)C(C)C (diisopropylethylamine), C(C)(=O)OC(C)=O (acetic anhydride). Solvent: C(C)(=O)OCC (ethyl acetate), CN(C=O)C (N,N-dimethylformamide). Reaction conditions: time 8 hour. Yields the product C(C)(=O)N1CC2=CC(=CC=C2C2(C1)CC2)NC=2N=CC=1C(N(C=3N(C1N2)C=CN3)C3=C(C=CC=C3Cl)Cl)=O (2-[(2′-acetyl-2′,3′-dihydro-1′H-spiro[cyclopropane-1,4′-isoquinolin]-7′-yl)amino]-6-(2,6-dichlorophenyl)imidazo[1,2-a]pyrimido[5,4-e]pyrimidin-5(6H)-one). Reaction SMILES: [Cl:1][C:2]1[CH:7]=[CH:6][CH:5]=[C:4]([Cl:8])[C:3]=1[N:9]1[C:14](=[O:15])[C:13]2[CH:16]=[N:17][C:18]([NH:20][C:21]3[CH:30]=[C:29]4[C:24]([C:25]5([CH2:32][CH2:31]5)[CH2:26][NH:27][CH2:28]4)=[CH:23][CH:22]=3)=[N:19][C:12]=2[N:11]2[CH:33]=[CH:34][N:35]=[C:10]12.C(N(C(C)C)CC)(C)C.[C:45](OC(=O)C)(=[O:47])[CH3:46]>CN(C)C=O.C(OCC)(=O)C>[C:45]([N:27]1[CH2:26][C:25]2([CH2:31][CH2:32]2)[C:24]2[C:29](=[CH:30][C:21]([NH:20][C:18]3[N:17]=[CH:16][C:13]4[C:14](=[O:15])[N:9]([C:3]5[C:2]([Cl:1])=[CH:7][CH:6]=[CH:5][C:4]=5[Cl:8])[C:10]5[N:11]([CH:33]=[CH:34][N:35]=5)[C:12]=4[N:19]=3)=[CH:22][CH:23]=2)[CH2:28]1)(=[O:47])[CH3:46]. Procedure details: To a solution of Example 109B (200 mg, 0.397 mmol) in 5 mL N,N-dimethylformamide was added diisopropylethylamine (0.346 ml, 1.983 mmol) followed by acetic anhydride (0.041 ml, 0.436 mmol). The reaction mixture was stirred at room temperature overnight, then diluted with ethyl acetate. The organics were washed with saturated aqueous NaHCO3, water, and brine, dried over MgSO4, filtered, and concentrated. The crude material was purified by chromatography was performed with an Analogix 280 with an S... Starting materials: BrC=1C=CC(=C(C1)N)C#CCCN1[C@@H](CCC1)C (5-Bromo-2-[4-((2R)-2-methyl-pyrrolidin-1-yl)-but-1-ynyl]-phenylamine), Cl (HCl), O (water), N(=O)[O-].[Na+] (NaNO2), O (water). Run at temperature 0 celsius, time 30 minute. Yields the product BrC1=CC=C2C(=C(N=NC2=C1)CCN1[C@@H](CCC1)C)O (7-Bromo-3-[2-((2R)-2-methyl-pyrrolidin-1-yl)-ethyl]-cinnolin-4-ol). The yield is 47.0%. Reaction SMILES: [Br:1][C:2]1[CH:3]=[CH:4][C:5]([C:9]#[C:10][CH2:11][CH2:12][N:13]2[CH2:17][CH2:16][CH2:15][C@H:14]2[CH3:18])=[C:6]([NH2:8])[CH:7]=1.Cl.[N:20]([O-])=O.[Na+].[OH2:24]>>[Br:1][C:2]1[CH:7]=[C:6]2[C:5]([C:9]([OH:24])=[C:10]([CH2:11][CH2:12][N:13]3[CH2:17][CH2:16][CH2:15][C@H:14]3[CH3:18])[N:20]=[N:8]2)=[CH:4][CH:3]=1 |f:2.3|. Procedure details: To a mixture of Example 168C (0.10 g, 0.325 mmol) in 2 mL of water was added 1.5 mL 6 M HCl. The resulting solution was cooled to 0° C. and NaNO2 (0.034 g, 0.488 mmol), dissolved in 1 mL water, was added dropwise. The resulting mixture was stirred for 30 minutes at 0° C. and subsequently heated to 90° C. for one hour. After cooling, contents were filtered and the precipitate was washed with 10 mL water and dried under reduced pressure to provide the product in 47% yield as a brown solid in HCl s... Starting materials: N#Cc1ccc(-c2ccc(C(=O)CCC(=O)O)cc2)cc1, CCO, Cl, NO, [Na+], [Na+], O=C([O-])[O-]. Yields the product N#Cc1ccc(-c2ccc(C(CCC(=O)O)=NO)cc2)cc1. As a reaction SMILES: [C:1](#[N:2])[c:3]1[cH:4][cH:5][c:6](-[c:9]2[cH:10][cH:11][c:12]([C:15]([CH2:16][CH2:17][C:18](=[O:19])[OH:20])=[O:21])[cH:13][cH:14]2)[cH:7][cH:8]1.[CH3:31][CH2:32][OH:33].[ClH:22].[NH2:23][OH:24].[Na+:25].[Na+:26].[O-:27][C:28](=[O:29])[O-:30]>>[C:1](#[N:2])[c:3]1[cH:4][cH:5][c:6](-[c:9]2[cH:10][cH:11][c:12]([C:15]([CH2:16][CH2:17][C:18](=[O:19])[OH:20])=[N:23][OH:24])[cH:13][cH:14]2)[cH:7][cH:8]1. Starting materials: FC(CC)(F)C=1C(=NOC1C1=CC=CC=C1)C(=O)OCC (ethyl 4-(1,1-difluoropropyl)-5-phenylisoxazole-3-carboxylate), [OH-].[Na+] (sodium hydroxide). Solvent: C(C)O (ethanol). The product is FC(CC)(F)C=1C(=NOC1C1=CC=CC=C1)C(=O)O (4-(1,1-difluoropropyl)-5-phenylisoxazole-3-carboxylic acid). Yield: 99.8%. Reaction SMILES: [F:1][C:2]([C:6]1[C:7]([C:17]([O:19]CC)=[O:18])=[N:8][O:9][C:10]=1[C:11]1[CH:16]=[CH:15][CH:14]=[CH:13][CH:12]=1)([F:5])[CH2:3][CH3:4].[OH-].[Na+]>C(O)C>[F:1][C:2]([C:6]1[C:7]([C:17]([OH:19])=[O:18])=[N:8][O:9][C:10]=1[C:11]1[CH:12]=[CH:13][CH:14]=[CH:15][CH:16]=1)([F:5])[CH2:3][CH3:4] |f:1.2|. Procedure details: A solution of ethyl 4-(1,1-difluoropropyl)-5-phenylisoxazole-3-carboxylate (8.9 mg, 0.030 mmol) and 1N aqueous sodium hydroxide (36 μL, 0.036 mmol) in ethanol (1 mL) was stirred at room temperature for 30 minutes and then concentrated under reduced pressure. The residue was suspended in water (0.5 mL) and acidified with 1N aqueous hydrochloric acid to a pH of ˜3. The aqueous solution was extracted with ethyl acetate (3×2 mL), and the combined organic layers were washed with water (1 mL), washed ... Reactants: O (H2O), CS(=O)(=O)C1=CC=C(C=C1)C(C(C1=CC=CC=C1)Br)=O (1-(4-(Methylsulfonyl)phenyl)-2-bromo-2-phenylethanone), SC=1NC=CN1 (2-mercaptoimidazole), [OH-].[Na+] (NaOH). Solvent: CCO (EtOH). Run at time 6 hour. Product: C1(=CC=CC=C1)C1=C(N2C(S1)=NC=C2)C2=CC=C(C=C2)S(=O)(=O)C (2-Pheny-3-(4-(methylsulfonyl)phenyl)imidazo[2,1-b]thiazole). The yield is 8.0%. Reaction SMILES: [CH3:1][S:2]([C:5]1[CH:10]=[CH:9][C:8]([C:11](=O)[CH:12](Br)[C:13]2[CH:18]=[CH:17][CH:16]=[CH:15][CH:14]=2)=[CH:7][CH:6]=1)(=[O:4])=[O:3].[SH:21][C:22]1[NH:23][CH:24]=[CH:25][N:26]=1.[OH-].[Na+].O>CCO>[C:13]1([C:12]2[S:21][C:22]3=[N:26][CH:25]=[CH:24][N:23]3[C:11]=2[C:8]2[CH:9]=[CH:10][C:5]([S:2]([CH3:1])(=[O:4])=[O:3])=[CH:6][CH:7]=2)[CH:18]=[CH:17][CH:16]=[CH:15][CH:14]=1 |f:2.3|. Procedure details: A mixture of the bromoketone of step 2 of example 8 (141.2 mg, 4 mmol), 2-mercaptoimidazole (400 mg, 4 mmol) and NaOH (400 μL, 10 N) in EtOH (4 mL) was stirred at r.t. for 6 h. H2O was added and the precipitate that formed was filtered. The solid was washed with water and dried under vaccum. The dried solid residue (234 mg) was heated with P2O5 (900 mg) in PPA (3.5 mL) at 170 ° C. for 20 h. The mixture was quenched with ice and NH4OAc and extracted with EtOAc. The organic extracts were washed wi... Starting materials: [Al+3], [H-], [H-], [H-], [H-], [Li+], C1CCOC1, O, CCOC(=O)N1CCN(C(c2ccccc2)c2ccccc2)CC1(C)Cc1ccc(OC)c(OC)c1. Yields the product COc1ccc(CC2(C)CN(C(c3ccccc3)c3ccccc3)CCN2C)cc1OC. RXN SMILES: [Al+3:38].[H-:37].[H-:40].[H-:41].[H-:42].[Li+:39].[O:44]1[CH2:45][CH2:46][CH2:47][CH2:48]1.[OH2:43].[c:1]1([CH:7]([N:8]2[CH2:9][C:10]([CH2:19][c:20]3[cH:21][c:22]([O:28][CH3:29])[c:23]([O:26][CH3:27])[cH:24][cH:25]3)([CH3:30])[N:11]([C:14]([O:15][CH2:16][CH3:17])=[O:18])[CH2:12][CH2:13]2)[c:31]2[cH:32][cH:33][cH:34][cH:35][cH:36]2)[cH:2][cH:3][cH:4][cH:5][cH:6]1>>[c:1]1([CH:7]([N:8]2[CH2:9][C:10]([CH2:19][c:20]3[cH:21][c:22]([O:28][CH3:29])[c:23]([O:26][CH3:27])[cH:24][cH:25]3)([CH3:30])[N:11]([CH3:14])[CH2:12][CH2:13]2)[c:31]2[cH:32][cH:33][cH:34][cH:35][cH:36]2)[cH:2][cH:3][cH:4][cH:5][cH:6]1. Starting materials: COc1ccc(C=O)c(Br)c1O, C=CCBr, [H-], [Na+], CN(C)C=O, O. Product: C=CCOc1c(OC)ccc(C=O)c1Br. RXN SMILES: [Br:1][c:2]1[c:3]([CH:4]=[O:5])[cH:6][cH:7][c:8]([O:11][CH3:12])[c:9]1[OH:10].[CH2:15]([CH:16]=[CH2:17])[Br:18].[H-:13].[Na+:14].[O:20]=[CH:21][N:22]([CH3:23])[CH3:24].[OH2:19]>>[Br:1][c:2]1[c:3]([CH:4]=[O:5])[cH:6][cH:7][c:8]([O:11][CH3:12])[c:9]1[O:10][CH2:17][CH:16]=[CH2:15]. Starting materials: alkane, polyols, C[C@@]([C@]([C@@]([C@](C(O)(C)C)(O)C)(O)C)(O)C)(O)CO (hexamethylsorbitol), polyol ethers, ethers, C[C@@]([C@@]([C@](C(O)(C)C)(O)C)(O)C)(O)CO (pentamethylxylitol), CC(C(O)(C)C)(O)CO.CCOCC (trimethylglycerol ether), ethers, ethers, Monomethyl- and dimethyl-glycerol ethers, CCCCCCCC (n-octane), alkoxy polyol ethers, esters. Run in C(C)(C)CC(C)(C)C (isooctane), OCC(O)CO (glycerol). The product is C([C@H](O)[C@@H](O)[C@H](O)CO)O (xylitol), C([C@H](C([C@@H](CO)O)O)O)O (arabitol), methoxy or ethoxy ethers. As a reaction SMILES: CC(CO)(O)C(C)(C)O.CCOCC.CCCCCCCC.C[C@:24]([CH2:36][OH:37])([OH:35])[C@:25](C)([OH:33])[C@@:26](C)([OH:31])[C:27](C)(C)[OH:28].C[C@:39](CO)([OH:53])[C@@:40](C)([OH:51])[C@:41](C)([OH:49])[C@@:42](C)([OH:47])[C:43](C)(C)[OH:44]>OCC(CO)O.C(CC(C)(C)C)(C)C>[CH2:27]([OH:28])[C@@H:26]([C@H:25]([C@@H:24]([CH2:36][OH:37])[OH:35])[OH:33])[OH:31].[CH2:39]([OH:53])[C@@H:40]([OH:51])[CH:41]([OH:49])[C@H:42]([OH:47])[CH2:43][OH:44] |f:0.1|. Reported procedure: The alkoxy polyol ethers produced by the alkylation reactions may be used as fuels, solvents, and lubricants, including oils and greases. As noted above, the ethers are more volatile and hydrophobic than their corresponding polyols, and unlike esters, the ethers are chemically and thermally stable, rendering the ethers as attractive renewable alternatives for fuels, solvents and lubricants. For example, trimethylglycerol ether has a calculated boiling point of 131° C. and melting point of −65° C...